The task is: describe an organic reaction: reactants, conditions, products, and yield. This data is from the Open Reaction Database (ORD), a public repository of structured organic reaction records. Solvent: O1CCCC1 (tetrahydrofuran). The yield is 85.8%. RXN SMILES: [BH4-].[Li+].C[O:4][C:5](=O)[CH:6]([CH2:11][C:12]1([CH3:17])[S:16][CH2:15][CH2:14][S:13]1)[C:7](OC)=[O:8].Cl.[Cl-].[Na+]>O1CCCC1>[CH3:17][C:12]1([CH2:11][CH:6]([CH2:5][OH:4])[CH2:7][OH:8])[S:13][CH2:14][CH2:15][S:16]1 |f:0.1,4.5|. Run at time 18 hour. Reported procedure: To a solution of about 14.53 g of lithium borohydride in about 630 ml of tetrahydrofuran at about 0° C. was added about 84.0 g of dimethyl[(2-methyl-1,3-dithiolan-2-yl)methyl]propanedioate dropwise. After the exotherm ended the mixture was stirred at room temperature for about 18 hours, then about 4.15 g of lithium borohydride were added and stirring was continued for about 20 hours. The solution was cooled in an ice bath, about 400 ml of about 6N hydrochloric acid were added dropwise, the mixtu... The reactants are Cl (hydrochloric acid), [Cl-].[Na+] (sodium chloride), [BH4-].[Li+] (lithium borohydride), COC(C(C(=O)OC)CC1(SCCS1)C)=O (dimethyl[(2-methyl-1,3-dithiolan-2-yl)methyl]propanedioate), [BH4-].[Li+] (lithium borohydride). Yields the product CC1(SCCS1)CC(CO)CO (2-[(2-Methyl-1,3-dithiolan-2-yl)methyl]-1,3-propanediol). Starting materials: C(C)(=O)O (acetic acid), COC1=CC2=C(CC(NCC2)=O)C=C1OC (7,8-dimethoxy-1,3,4,5-tetrahydro-2H-3-benzazepin-2-one), [Na] (sodium). Solvent: O1CCOCC1 (dioxan), O1CCOCC1 (dioxan). Product: COC1=CC2=C(CCNCC2)C=C1OC (7,8-Dimethoxy-2,3,4,5-tetrahydro-1H-3-benzazepine). RXN SMILES: C(O)(=O)C.[CH3:5][O:6][C:7]1[C:18]([O:19][CH3:20])=[CH:17][C:10]2[CH2:11][C:12](=O)[NH:13][CH2:14][CH2:15][C:9]=2[CH:8]=1.[Na]>O1CCOCC1>[CH3:5][O:6][C:7]1[C:18]([O:19][CH3:20])=[CH:17][C:10]2[CH2:11][CH2:12][NH:13][CH2:14][CH2:15][C:9]=2[CH:8]=1 |^1:20|. Procedure: A solution of glacial acetic acid (1.8 g) in dioxan (10 ml) is added dropwise to a suspension of 7,8-dimethoxy-1,3,4,5-tetrahydro-2H-3-benzazepin-2-one (1.3 g, 6 mmol) and sodium borohydridel (1 g, 3 mmol) in dioxan (20 ml), refluxed for 3 hours, concentrated by evaporation and decomposed with water. The mixture is extracted twice with methylene chloride, the extract is concentrated by evaporation and the residue is taken up in ether. After filtration the ether is eliminated in vacuo. The reactants are CC(=O)O, CO, O=[N+]([O-])c1c(O)c(Cl)cc(F)c1-c1ncc(C(F)(F)F)cc1Cl, [Fe]. Yields the product Nc1c(O)c(Cl)cc(F)c1-c1ncc(C(F)(F)F)cc1Cl. RXN SMILES: [CH3:24][C:25](=[O:26])[OH:27].[CH3:28][OH:29].[Cl:1][c:2]1[cH:3][c:4]([F:23])[c:5](-[c:12]2[n:13][cH:14][c:15]([C:19]([F:20])([F:21])[F:22])[cH:16][c:17]2[Cl:18])[c:6]([N+:9]([O-:10])=[O:11])[c:7]1[OH:8].[Fe:30]>>[Cl:1][c:2]1[cH:3][c:4]([F:23])[c:5](-[c:12]2[n:13][cH:14][c:15]([C:19]([F:20])([F:21])[F:22])[cH:16][c:17]2[Cl:18])[c:6]([NH2:9])[c:7]1[OH:8]. Starting materials: [Al+3], C1CCOC1, CCOC(=O)CC(c1ccc(C)cc1)c1c[nH]c2c(CSC)cccc12, Cl, [H-], [H-], [H-], [H-], [Li+]. The product is CSCc1cccc2c(C(CCO)c3ccc(C)cc3)c[nH]c12. RXN SMILES: [Al+3:28].[CH2:34]1[O:35][CH2:36][CH2:37][CH2:38]1.[CH3:1][c:2]1[cH:3][cH:4][c:5]([CH:8]([CH2:9][C:10](=[O:11])[O:12][CH2:13][CH3:14])[c:15]2[cH:16][nH:17][c:18]3[c:19]([CH2:24][S:25][CH3:26])[cH:20][cH:21][cH:22][c:23]23)[cH:6][cH:7]1.[ClH:33].[H-:27].[H-:30].[H-:31].[H-:32].[Li+:29]>>[CH3:1][c:2]1[cH:3][cH:4][c:5]([CH:8]([CH2:9][CH2:10][OH:11])[c:15]2[cH:16][nH:17][c:18]3[c:19]([CH2:24][S:25][CH3:26])[cH:20][cH:21][cH:22][c:23]23)[cH:6][cH:7]1.